This data is from the Open Reaction Database (ORD), a public repository of structured organic reaction records. The task is: describe an organic reaction: reactants, conditions, products, and yield Yields the product O=C1C2CCC(CC2)N1c1nc(-c2ccc(Br)cc2)cs1. The reactants are O=C(O)C1CCC(Nc2nc(-c3ccc(Br)cc3)cs2)CC1, O=C(c1ncc[nH]1)c1ncc[nH]1, C1COCCO1. RXN SMILES: [Br:1][c:2]1[cH:3][cH:4][c:5](-[c:8]2[n:9][c:10]([NH:13][CH:14]3[CH2:15][CH2:16][CH:17]([C:20](=[O:21])[OH:22])[CH2:18][CH2:19]3)[s:11][cH:12]2)[cH:6][cH:7]1.[C:23]([c:24]1[nH:25][cH:26][cH:27][n:28]1)([c:29]1[nH:30][cH:31][cH:32][n:33]1)=[O:34].[O:35]1[CH2:36][CH2:37][O:38][CH2:39][CH2:40]1>>[Br:1][c:2]1[cH:3][cH:4][c:5](-[c:8]2[n:9][c:10]([N:13]3[CH:14]4[CH2:15][CH2:16][CH:17]([CH2:18][CH2:19]4)[C:20]3=[O:22])[s:11][cH:12]2)[cH:6][cH:7]1.